From a dataset of the Open Reaction Database (ORD), a public repository of structured organic reaction records. describe an organic reaction: reactants, conditions, products, and yield Reactants: BrC=1NC2=NC(=NC(=C2N1)N1CCOCC1)N1C[C@@H](O[C@@H](C1)C)C (8-bromo-2-((2S,6R)-2,6-dimethyl-morpholin-4-yl)-6-morpholin-4-yl-9H-purine), [F-].[Cs+] (cesium fluoride), OC=1C=C(C=CC1)B(O)O (3-hydroxyphenylboronic acid). The reagents and catalysts are C=1C=CC(=CC1)[P](C=2C=CC=CC2)(C=3C=CC=CC3)[Pd]([P](C=4C=CC=CC4)(C=5C=CC=CC5)C=6C=CC=CC6)([P](C=7C=CC=CC7)(C=8C=CC=CC8)C=9C=CC=CC9)[P](C=1C=CC=CC1)(C=1C=CC=CC1)C=1C=CC=CC1 (tetrakis(triphenylphosphine)palladium). Solvent: C(C)#N.O (acetonitrile water). Run at temperature 115 celsius, time 8 hour. Product: C[C@H]1CN(C[C@H](O1)C)C1=NC(=C2N=C(NC2=N1)C=1C=C(C=CC1)O)N1CCOCC1 (3-[2-((2S,6R)-2,6-dimethyl-morpholin-4-yl)-6-morpholin-4-yl-9H-purin-8-yl]-phenol). The yield is 46.9%. RXN SMILES: Br[C:2]1[NH:3][C:4]2[C:9]([N:10]=1)=[C:8]([N:11]1[CH2:16][CH2:15][O:14][CH2:13][CH2:12]1)[N:7]=[C:6]([N:17]1[CH2:22][C@@H:21]([CH3:23])[O:20][C@@H:19]([CH3:24])[CH2:18]1)[N:5]=2.[F-].[Cs+].[OH:27][C:28]1[CH:29]=[C:30](B(O)O)[CH:31]=[CH:32][CH:33]=1>C(#N)C.O.C1C=CC([P]([Pd]([P](C2C=CC=CC=2)(C2C=CC=CC=2)C2C=CC=CC=2)([P](C2C=CC=CC=2)(C2C=CC=CC=2)C2C=CC=CC=2)[P](C2C=CC=CC=2)(C2C=CC=CC=2)C2C=CC=CC=2)(C2C=CC=CC=2)C2C=CC=CC=2)=CC=1>[CH3:24][C@@H:19]1[O:20][C@H:21]([CH3:23])[CH2:22][N:17]([C:6]2[N:5]=[C:4]3[C:9]([N:10]=[C:2]([C:32]4[CH:33]=[C:28]([OH:27])[CH:29]=[CH:30][CH:31]=4)[NH:3]3)=[C:8]([N:11]3[CH2:16][CH2:15][O:14][CH2:13][CH2:12]3)[N:7]=2)[CH2:18]1 |f:1.2,4.5,^1:44,46,65,84|. Procedure: To a round bottom flask were added, 8-bromo-2-((2S,6R)-2,6-dimethyl-morpholin-4-yl)-6-morpholin-4-yl-9H-purine (38.2 mg, 0.096 mmol), cesium fluoride 58.4 mg, 0.39 mmol), 3-hydroxyphenylboronic acid (39.8 mg, 0.29 mmol) and tetrakis(triphenylphosphine)palladium (8.9 mg, 7.69 mmol) followed by 1 mL of acetonitrile/water solvent mixture (10/1 ratio). Suspension was heated to 115° C. and stirred overnight. Upon completion of the reaction, the suspension was cooled and solids filtered off. Solvent w... Yields the product C(C)(C)(C)NS(=O)(=O)C1=C(C(=O)O)C=CC(=C1)C(=O)O (tert-Butylsulfamoylterephthalic acid). Reported procedure: At 50° C., 45.0 g (1.13 mol) of sodium hydroxide in 600 ml of water were added dropwise to a solution of 106.0 g (0.32 mol) of dimethyl tert-butylsulfamoylterephthalate in 1600 ml of methanol. The mixture was stirred at reflux temperature for 2 h and evaporated, the residue was taken up in approximately 500 ml of water and a pH of 1 was established using conc. hydrochloric acid. The precipitated solid was filtered off with suction and dried. This gave 87.4 g (90% of theory) of tert-butylsulfamoy... The reactants are [OH-].[Na+] (sodium hydroxide), C(C)(C)(C)NS(=O)(=O)C1=C(C(=O)OC)C=CC(=C1)C(=O)OC (dimethyl tert-butylsulfamoylterephthalate). Solvent: O (water), CO (methanol). Reaction SMILES: [OH-].[Na+].[C:3]([NH:7][S:8]([C:11]1[CH:20]=[C:19]([C:21]([O:23]C)=[O:22])[CH:18]=[CH:17][C:12]=1[C:13]([O:15]C)=[O:14])(=[O:10])=[O:9])([CH3:6])([CH3:5])[CH3:4]>O.CO>[C:3]([NH:7][S:8]([C:11]1[CH:20]=[C:19]([C:21]([OH:23])=[O:22])[CH:18]=[CH:17][C:12]=1[C:13]([OH:15])=[O:14])(=[O:9])=[O:10])([CH3:6])([CH3:4])[CH3:5] |f:0.1|. The reactants are C(C1=CC=CC=C1)OC(NC(CN1N=CC2=CC=C(C=C12)O)C)=O ([2-(6-Hydroxy-indazol-1-yl)-1-methyl-ethyl]-carbamic Acid Benzyl Ester), C([O-])([O-])=O.[Cs+].[Cs+] (cesium carbonate), [Cl-].[NH4+] (ammonium chloride), IC (iodomethane). Run in CN(C)C=O (DMF). Conditions: time 3 hour. Yields the product C(C1=CC=CC=C1)OC(NC(CN1N=CC2=CC=C(C=C12)OC)C)=O ([2-(6-Methoxy-indazol-1-yl)-1-methyl-ethyl]-carbamic Acid Benzyl Ester). Yield: 58.2%. As a reaction SMILES: [CH2:1]([O:8][C:9](=[O:24])[NH:10][CH:11]([CH3:23])[CH2:12][N:13]1[C:21]2[C:16](=[CH:17][CH:18]=[C:19]([OH:22])[CH:20]=2)[CH:15]=[N:14]1)[C:2]1[CH:7]=[CH:6][CH:5]=[CH:4][CH:3]=1.[C:25](=O)([O-])[O-].[Cs+].[Cs+].IC.[Cl-].[NH4+]>CN(C=O)C>[CH2:1]([O:8][C:9](=[O:24])[NH:10][CH:11]([CH3:23])[CH2:12][N:13]1[C:21]2[C:16](=[CH:17][CH:18]=[C:19]([O:22][CH3:25])[CH:20]=2)[CH:15]=[N:14]1)[C:2]1[CH:7]=[CH:6][CH:5]=[CH:4][CH:3]=1 |f:1.2.3,5.6|. Procedure details: To a solution of the product from Step A (0.95 g, 3.19 mmol) in DMF (10 mL) was added cesium carbonate (1.26 g, 3.70 mmol) followed by iodomethane (0.23 mL, 3.70 mmol) at room temperature. After stirring for 3 h, saturated aqueous ammonium chloride (30 mL) was added and the mixture extracted with ethyl acetate (3×65 mL). The combined extracts were washed with brine (10 mL), dried (MgSO4) and evaporated to a residue which was purified by chromatography (silica, 20% ethyl acetate in hexane to 30% ... The reactants are CCN(CC)CCCCBr, Cc1ccc2c(=O)n3c(nc2c1)[nH]c1cc(C)c(C)cc13. Yields the product CCN(CC)CCCCn1c2cc(C)c(C)cc2n2c(=O)c3ccc(C)cc3nc12. As a reaction SMILES: [Br:22][CH2:23][CH2:24][CH2:25][CH2:26][N:27]([CH2:28][CH3:29])[CH2:30][CH3:31].[CH3:1][c:2]1[cH:3][cH:4][c:5]2[c:6](=[O:21])[n:7]3[c:8]([n:9][c:10]2[cH:11]1)[nH:12][c:13]1[c:14]3[cH:15][c:16]([CH3:20])[c:17]([CH3:19])[cH:18]1>>[CH3:1][c:2]1[cH:3][cH:4][c:5]2[c:6](=[O:21])[n:7]3[c:8]([n:9][c:10]2[cH:11]1)[n:12]([CH2:23][CH2:24][CH2:25][CH2:26][N:27]([CH2:28][CH3:29])[CH2:30][CH3:31])[c:13]1[c:14]3[cH:15][c:16]([CH3:20])[c:17]([CH3:19])[cH:18]1. Reactants: C(C)(C)(C)C1=NN=C(O1)NC1=CC=C(C=C1)C1=CC=C(C=C1)C12CCC(CC1)(O2)CC(=O)OC (methyl 2-(4-(4′-((5-(tert-butyl)-1,3,4-oxadiazol-2-yl)amino)-[1,1′-biphenyl]-4-yl)-7-oxabicyclo[2.2.1]heptan-1-yl)acetate), [OH-].[Na+] (NaOH). Run in C1CCOC1 (THF), CO (Methanol). Conditions: time 2 hour. Yields the product C(C)(C)(C)C1=NN=C(O1)NC1=CC=C(C=C1)C1=CC=C(C=C1)C12CCC(CC1)(O2)CC(=O)O (2-(4-(4′-((5-(tert-butyl)-1,3,4-oxadiazol-2-yl)amino)-[1,1′-biphenyl]-4-yl)-7-oxabicyclo[2.2.1]heptan-1-yl)acetic acid). Isolated yield 48.4%. RXN SMILES: [C:1]([C:5]1[O:9][C:8]([NH:10][C:11]2[CH:16]=[CH:15][C:14]([C:17]3[CH:22]=[CH:21][C:20]([C:23]45[O:29][C:26]([CH2:30][C:31]([O:33]C)=[O:32])([CH2:27][CH2:28]4)[CH2:25][CH2:24]5)=[CH:19][CH:18]=3)=[CH:13][CH:12]=2)=[N:7][N:6]=1)([CH3:4])([CH3:3])[CH3:2].[OH-].[Na+]>C1COCC1.CO>[C:1]([C:5]1[O:9][C:8]([NH:10][C:11]2[CH:12]=[CH:13][C:14]([C:17]3[CH:22]=[CH:21][C:20]([C:23]45[O:29][C:26]([CH2:30][C:31]([OH:33])=[O:32])([CH2:27][CH2:28]4)[CH2:25][CH2:24]5)=[CH:19][CH:18]=3)=[CH:15][CH:16]=2)=[N:7][N:6]=1)([CH3:4])([CH3:2])[CH3:3] |f:1.2|. Procedure details: To a solution of methyl 2-(4-(4′-((5-(tert-butyl)-1,3,4-oxadiazol-2-yl)amino)-[1,1′-biphenyl]-4-yl)-7-oxabicyclo[2.2.1]heptan-1-yl)acetate (110 mg, 0.24 mmol) in THF (4 mL) and Methanol (1 mL) was added 1N NaOH (0.72 mL, 0.72 mmol) and the reaction was let stir at rt for 2 hr. The resulting yellow reaction mixture was partially concentrated by rotary evaporation in vacuo (rt water bath). The yellow solution was diluted with MeOH, filtered and purified on preparative HPLC (10-50% MeCN:5 mM NH4OH)...